From a dataset of the Open Reaction Database (ORD), a public repository of structured organic reaction records. describe an organic reaction: reactants, conditions, products, and yield The reactants are solution, N (ammonia), FC=1C=C(C=CC1CC=1N(C(=CC1)C(C1=CC=CC=C1)=O)C)NS(=O)(=O)CCOC(C)=O (N-{3-Fluoro-4-[5-benzoyl-1-methyl-1H-pyrrol-2-ylmethyl]phenyl}-2-(acetoxy)-ethanesulfonamide). Solvent: CO (methanol), CO (methanol). Conditions: time 60 hour. Yields the product FC=1C=C(C=CC1CC=1N(C(=CC1)C(C1=CC=CC=C1)=O)C)NS(=O)(=O)CCO (N-{3-fluoro-4-[5-benzoyl-1-methyl-1H-pyrrol-2-ylmethyl]phenyl}-2-(hydroxy)-ethanesulfonamide). Isolated yield 74.8%. As a reaction SMILES: [F:1][C:2]1[CH:3]=[C:4]([NH:23][S:24]([CH2:27][CH2:28][O:29]C(=O)C)(=[O:26])=[O:25])[CH:5]=[CH:6][C:7]=1[CH2:8][C:9]1[N:10]([CH3:22])[C:11]([C:14](=[O:21])[C:15]2[CH:20]=[CH:19][CH:18]=[CH:17][CH:16]=2)=[CH:12][CH:13]=1.N>CO>[F:1][C:2]1[CH:3]=[C:4]([NH:23][S:24]([CH2:27][CH2:28][OH:29])(=[O:25])=[O:26])[CH:5]=[CH:6][C:7]=1[CH2:8][C:9]1[N:10]([CH3:22])[C:11]([C:14](=[O:21])[C:15]2[CH:20]=[CH:19][CH:18]=[CH:17][CH:16]=2)=[CH:12][CH:13]=1. Procedure details: N-{3-Fluoro-4-[5-benzoyl-1-methyl-1H-pyrrol-2-ylmethyl]phenyl}-2-(acetoxy)-ethanesulfonamide (0.415 g, 0.905 mmol) [prepared as in Example 18, Step (a)] was dissolved in methanol (5 ml) and a 2.0 M solution of ammonia in methanol (4.53 ml, 9.05 mmol) was added. The mixture was stirred for 60 h, after which it was concentrated to dryness. Purification of the residue by flash chromatography gave N-{3-fluoro-4-[5-benzoyl-1-methyl-1H-pyrrol-2-ylmethyl]phenyl}-2-(hydroxy)-ethanesulfonamide (282 mg, 7... The reactants are [BH4-].[Na+] (sodium borohydride), C1(CCCCC1)N=C=NC1CCCCC1 (Dicyclohexylcarbodiimide), ClC(C(=O)O)Cl (dichloroacetic acid), C(C1=CC=CC=C1)(=O)OC[C@H]1C[C@@H]([C@H](O1)N1C(=O)NC(=O)C(=C1)F)O (1-(3-Deoxy-5-O-benzoyl-β-L-erythro-pentofuranosyl)-5-fluorouracil), C(C(=O)O)(=O)O (Oxalic acid). Run in C(C)(=O)OCC (ethyl acetate), C1=CC=CC=C1 (benzene), CS(=O)C (DMSO), N1=CC=CC=C1 (pyridine), C(C)(=O)OCC (ethyl acetate), CO (methanol). Run at time 4 hour. Product: C(C1=CC=CC=C1)(=O)OC[C@H]1C[C@H]([C@H](O1)N1C(=O)NC(=O)C(=C1)F)O (1-(3-Deoxy-5-O-benzoyl-β-L-threo-pentofuranosyl)-5-fluorouracil). Isolated yield 55.0%. Reaction SMILES: C1(N=C=NC2CCCCC2)CCCCC1.ClC(Cl)C(O)=O.[C:22]([O:30][CH2:31][C@@H:32]1[O:36][C@H:35]([N:37]2[CH:44]=[C:43]([F:45])[C:41](=[O:42])[NH:40][C:38]2=[O:39])[C@@H:34]([OH:46])[CH2:33]1)(=[O:29])[C:23]1[CH:28]=[CH:27][CH:26]=[CH:25][CH:24]=1.C(O)(=O)C(O)=O.[BH4-].[Na+]>C1C=CC=CC=1.CS(C)=O.N1C=CC=CC=1.C(OCC)(=O)C.CO>[C:22]([O:30][CH2:31][C@@H:32]1[O:36][C@H:35]([N:37]2[CH:44]=[C:43]([F:45])[C:41](=[O:42])[NH:40][C:38]2=[O:39])[C@H:34]([OH:46])[CH2:33]1)(=[O:29])[C:23]1[CH:28]=[CH:27][CH:26]=[CH:25][CH:24]=1 |f:4.5|. Procedure details: Dicyclohexylcarbodiimide (DCC, 3.53 g, 17.1 mmol) and dichloroacetic acid (0.235 mL, 2.56 mmol) were added to a solution of 14 (2.00 g, 5.71 mmol) in anhydrous benzene (50 mL), DMSO (35 mL) and pyridine (0.46 mL). The resulting solution was stirred at room temperature under argon during 4 h and diluted with ethyl acetate (300 mL). Oxalic acid (1.54 g, 17.1 mmol) dissolved in methanol (4.6 mL) was added and the reaction mixture was stirred at room temperature during 1 h and then filtered to elimi... The reactants are CC(C)(NC(=O)Nc1ccc(SC(F)(F)F)cc1)C(=O)[O-], Cl, C1COCCO1. The product is CC1(C)NC(=O)N(c2ccc(SC(F)(F)F)cc2)C1=O. RXN SMILES: [CH3:1][C:2]([C:3](=[O:4])[O-:5])([CH3:6])[NH:7][C:8](=[O:9])[NH:10][c:11]1[cH:12][cH:13][c:14]([S:17][C:18]([F:19])([F:20])[F:21])[cH:15][cH:16]1.[ClH:22].[O:23]1[CH2:24][CH2:25][O:26][CH2:27][CH2:28]1>>[CH3:1][C:2]1([CH3:6])[C:3](=[O:4])[N:10]([c:11]2[cH:12][cH:13][c:14]([S:17][C:18]([F:19])([F:20])[F:21])[cH:15][cH:16]2)[C:8](=[O:9])[NH:7]1. Procedure details: A suspension of 5 grams of 7-[[amino[4-hydroxy-3-(methoxymethyl)phenyl]acetyl]amino]-7-methoxy-3-methyl-8-oxo-5-thia-1-azabicyclo[4.2.0]oct-2-ene-2-carboxylic acid, sodium salt and 8.5 grams of N-tert-butoxycarbonyl-L-valine chloromethyl ester, which is prepared by the general procedure described in W. German Offen. No. 2,236,620, are mixed in 100 ml of dimethylformamide and stirred for 72 hours. The mixture is diluted with ethyl acetate, washed with water and aqueous bicarbonate and again with ... Product: NC(C(=O)NC1(C2SCC(=C(N2C1=O)C(=O)OCOC(C(C(C)C)NC(=O)OC(C)(C)C)=O)C)OC)C1=CC(=C(C=C1)O)COC (7-[[amino[4-hydroxy-3-(methoxymethyl)phenyl]acetyl]amino]-7-methoxy-3-methyl-8-oxo-5-thia-1-azabicyclo[4.2.0]oct-2-ene-2-carboxylic acid, N-tert-butoxycarbonyl-2-amino-3-methylbutyryloxymethyl ester). Starting materials: NC(C(=O)NC1(C2SCC(=C(N2C1=O)C(=O)O)C)OC)C1=CC(=C(C=C1)O)COC (7-[[amino[4-hydroxy-3-(methoxymethyl)phenyl]acetyl]amino]-7-methoxy-3-methyl-8-oxo-5-thia-1-azabicyclo[4.2.0]oct-2-ene-2-carboxylic acid), [Na] (sodium), ClCOC([C@@H](NC(=O)OC(C)(C)C)C(C)C)=O (N-tert-butoxycarbonyl-L-valine chloromethyl ester). Run at time 72 hour. RXN SMILES: [NH2:1][CH:2]([C:21]1[CH:26]=[CH:25][C:24]([OH:27])=[C:23]([CH2:28][O:29][CH3:30])[CH:22]=1)[C:3]([NH:5][C:6]1([O:19][CH3:20])[C:13](=[O:14])[N:12]2[CH:7]1[S:8][CH2:9][C:10]([CH3:18])=[C:11]2[C:15]([OH:17])=[O:16])=[O:4].[Na].Cl[CH2:33][O:34][C:35](=[O:48])[C@H:36]([CH:45]([CH3:47])[CH3:46])[NH:37][C:38]([O:40][C:41]([CH3:44])([CH3:43])[CH3:42])=[O:39]>CN(C)C=O.C(OCC)(=O)C>[NH2:1][CH:2]([C:21]1[CH:26]=[CH:25][C:24]([OH:27])=[C:23]([CH2:28][O:29][CH3:30])[CH:22]=1)[C:3]([NH:5][C:6]1([O:19][CH3:20])[C:13](=[O:14])[N:12]2[CH:7]1[S:8][CH2:9][C:10]([CH3:18])=[C:11]2[C:15]([O:17][CH2:33][O:34][C:35](=[O:48])[CH:36]([NH:37][C:38]([O:40][C:41]([CH3:42])([CH3:44])[CH3:43])=[O:39])[CH:45]([CH3:47])[CH3:46])=[O:16])=[O:4] |^1:30|. Run in CN(C=O)C (dimethylformamide), C(C)(=O)OCC (ethyl acetate). Starting materials: [N+](=O)([O-])C1=C(C2=C(OCCO2)C(=C1)C)C (6-nitro-5,8-dimethyl-1,4-benzodioxane), [H][H] (hydrogen). Reagents/catalysts: [Pd] (palladium on carbon). Solvent: C(C)O (ethanol). Run at time 3 hour. The product is NC1=C(C2=C(OCCO2)C(=C1)C)C (6-amino-5,8-dimethyl-1,4-benzodioxane). The yield is 97.9%. As a reaction SMILES: [N+:1]([C:4]1[CH:13]=[C:12]([CH3:14])[C:7]2[O:8][CH2:9][CH2:10][O:11][C:6]=2[C:5]=1[CH3:15])([O-])=O.[H][H]>[Pd].C(O)C>[NH2:1][C:4]1[CH:13]=[C:12]([CH3:14])[C:7]2[O:8][CH2:9][CH2:10][O:11][C:6]=2[C:5]=1[CH3:15]. Procedure details: A mixture of 3.10 g of 6-nitro-5,8-dimethyl-1,4-benzodioxane and 0.30 g of 10% palladium on carbon in 75 mL of ethanol is placed under a 50 psi hydrogen atmosphere. The mixture is shaken for three hours at room temperature. The reaction mixture is filtered through Celite to yield a brownish solution. Concentration under reduced pressure affords 2.6 g of 6-amino-5,8-dimethyl-1,4-benzodioxane. Reactants: P(=O)(Br)(Br)Br (POBr3), ClC=1C=CC(=C(C#N)C1)N1CC2=C(N=CN=C2O)CC1 (5-chloro-2-(4-hydroxy-7,8-dihydropyrido[4,3-d]pyrimidin-6(5H)-yl)benzonitrile), CN(C1=CC=CC=C1)C (N,N-dimethylaniline), ice, [OH-].[K+] (KOH). Solvent: C(C)#N (acetonitrile), C1(=CC=CC=C1)OC (anisole), CN(C=O)C (N,N-dimethylformamide), C(Cl)(Cl)Cl (chloroform), C(Cl)(Cl)Cl (chloroform). Product: BrC=1C2=C(N=CN1)CCN(C2)C2=C(C#N)C=C(C=C2)Cl (2-(4-Bromo-7,8-dihydropyrido[4,3-d]pyrimidin-6(5H)-yl)-5-chlorobenzonitrile). Yield: 35.8%. As a reaction SMILES: P(Br)(Br)([Br:3])=O.[Cl:6][C:7]1[CH:8]=[CH:9][C:10]([N:15]2[CH2:25][CH2:24][C:18]3[N:19]=[CH:20][N:21]=[C:22](O)[C:17]=3[CH2:16]2)=[C:11]([CH:14]=1)[C:12]#[N:13].CN(C)C1C=CC=CC=1.[OH-].[K+]>C(#N)C.C1(OC)C=CC=CC=1.C(Cl)(Cl)Cl.CN(C)C=O>[Br:3][C:22]1[C:17]2[CH2:16][N:15]([C:10]3[CH:9]=[CH:8][C:7]([Cl:6])=[CH:14][C:11]=3[C:12]#[N:13])[CH2:25][CH2:24][C:18]=2[N:19]=[CH:20][N:21]=1 |f:3.4|. Procedure: POBr3 (1.61 g, 5.6 mmol) was added portionwise over 2 min to a mixture of 5-chloro-2-(4-hydroxy-7,8-dihydropyrido[4,3-d]pyrimidin-6(5H)-yl)benzonitrile (0.82 g, 2.8 mmol), N,N-dimethylaniline (0.7 mL), and N,N-dimethylformamide (0.02 mL) in acetonitrile (10 mL) and anisole (10 mL). The mixture was heated under reflux for 2.5 h and LC-MS showed reaction was complete. After cooling the mixture was diluted with chloroform (20 mL) and poured into a stirred mixture of ice (50 g), 50% KOH (8 mL) and c...